Task: describe an organic reaction: reactants, conditions, products, and yield. Dataset: the Open Reaction Database (ORD), a public repository of structured organic reaction records Reactants: C(=O)(OCC1=CC=CC=C1)N1[C@H](CO)CCC1 (carbobenzyloxy-L-prolinol), [Na+].[Br-] (NaBr), C(=O)([O-])[O-].[Na+].[Na+] (Na2CO3), [O-]Cl.[Na+] (NaOCl), CC1(CCCC(N1[O])(C)C)C (TEMPO). Yields the product C(=O)(OCC1=CC=CC=C1)N1[C@H](C=O)CCC1 (CBZ-L-prolinal). Procedure details: Following the method of Leanna et al. (M. Robert Leanna, Thomas J. Sowin, Howard E. Morton, Tetrahedron Lett., 1992, 33(35), 5029-5032), carbobenzyloxy-L-prolinol (9.23 g, 39 mmole) in toluene (100 mL) at 0° C. was added NaBr (Aldrich, 4.01 g, 40 mmole) in water (45 mL) followed by 2,2,6,6-tetramethyl-1-piperidinyloxy free radical (TEMPO reagent, Aldrich, 0.05 g, 0.32 mmole). To this vigorously-stirred mixture was added a mixture of Na2CO3 (11.16 g, 132 mmole)in water (50 mL) and aqueous NaOCl (... Solvent: O (water), O (water), C1(=CC=CC=C1)C (toluene). Reaction SMILES: [C:1]([N:11]1[CH2:17][CH2:16][CH2:15][C@H:12]1[CH2:13][OH:14])([O:3][CH2:4][C:5]1[CH:10]=[CH:9][CH:8]=[CH:7][CH:6]=1)=[O:2].[Na+].[Br-].CC1(C)N([O])C(C)(C)CCC1.C([O-])([O-])=O.[Na+].[Na+].[O-]Cl.[Na+]>C1(C)C=CC=CC=1.O>[C:1]([N:11]1[CH2:17][CH2:16][CH2:15][C@H:12]1[CH:13]=[O:14])([O:3][CH2:4][C:5]1[CH:10]=[CH:9][CH:8]=[CH:7][CH:6]=1)=[O:2] |f:1.2,4.5.6,7.8,^1:23|. Run at temperature 0 celsius, time 30 minute.